From a dataset of the Open Reaction Database (ORD), a public repository of structured organic reaction records. describe an organic reaction: reactants, conditions, products, and yield Reactants: Nc1cccc(Br)c1Cl, Cc1c(Br)cc(Cl)cc1[N+](=O)[O-]. Yields the product Cc1c(N)cc(Cl)cc1Br. RXN SMILES: [Br:13][c:14]1[c:15]([Cl:16])[c:17]([NH2:21])[cH:18][cH:19][cH:20]1.[Br:1][c:2]1[c:3]([CH3:12])[c:4]([N+:9]([O-:10])=[O:11])[cH:5][c:6]([Cl:8])[cH:7]1>>[Br:1][c:2]1[c:3]([CH3:12])[c:4]([NH2:9])[cH:5][c:6]([Cl:8])[cH:7]1. The reactants are N#CN (cyanamide), FC1=CC=C(C=C1)NC(=S)NC1=CC=C(C=C1)OC1=CC=NC2=CC(=C(C=C12)OC)OC (N-(4-Fluorophenyl)-N'-(4-[(6,7-dimethoxy-4-quinolyl)oxy]phenyl)thiourea), C1(CCCCC1)N=C=NC1CCCCC1 (dicyclohexylcarbodiimide), C(C)(C)N(CC)C(C)C (diisopropylethyl amine). Run in C1CCOC1 (THF), C(Cl)Cl (methylene chloride). Conditions: time 8 hour. Product: FC1=CC=C(C=C1)NC(=NC#N)NC1=CC=C(C=C1)OC1=CC=NC2=CC(=C(C=C12)OC)OC (1-(4-Fluorophenyl)-2-cyano-3-{4-[(6,7-dimethoxy-4-quinolyl)oxy]phenyl}guanidine). Isolated yield 101.2%. RXN SMILES: [F:1][C:2]1[CH:7]=[CH:6][C:5]([NH:8][C:9]([NH:11][C:12]2[CH:17]=[CH:16][C:15]([O:18][C:19]3[C:28]4[C:23](=[CH:24][C:25]([O:31][CH3:32])=[C:26]([O:29][CH3:30])[CH:27]=4)[N:22]=[CH:21][CH:20]=3)=[CH:14][CH:13]=2)=S)=[CH:4][CH:3]=1.C1([N:39]=[C:40]=[N:41]C2CCCCC2)CCCCC1.C(N(C(C)C)CC)(C)C.N#CN>C(Cl)Cl.C1COCC1>[F:1][C:2]1[CH:7]=[CH:6][C:5]([NH:8][C:9]([NH:11][C:12]2[CH:17]=[CH:16][C:15]([O:18][C:19]3[C:28]4[C:23](=[CH:24][C:25]([O:31][CH3:32])=[C:26]([O:29][CH3:30])[CH:27]=4)[N:22]=[CH:21][CH:20]=3)=[CH:14][CH:13]=2)=[N:41][C:40]#[N:39])=[CH:4][CH:3]=1. Reported procedure: N-(4-Fluorophenyl)-N'-(4-[(6,7-dimethoxy-4-quinolyl)oxy]phenyl)thiourea (33 mg) obtained in Example 165, dicyclohexylcarbodiimide (31 mg) and a catalytic amount of diisopropylethyl amine were dissolved in methylene chloride (10 ml). To this solution, a solution of cyanamide (16 mg) in THF (1 ml) was added, and the admixture was stirred at room temperature overnight. After removing the solvent by distillation, the resulting residue was purified by column chromatography on silica gel eluting with ... The reactants are Cl.CN(CCCN=C=NCC)C (1-(3-dimethylaminopropyl)-3-ethylcarbodiimide hydrochloride), NC1C(N(C=CC(=C1)C1=CC=CC=C1)C)=O (3-Amino-1-methyl-5-phenyl-1,3-dihydro-azepin-2-one), C(C)(C)N(CC)C(C)C (diisopropylethylamine), C(C)(C)(C)OC(=O)N[C@@H](C)C(=O)O (N-(tert-butoxycarbonyl)-L-alanine), O.OC1=CC=CC=2NN=NC21 (hydroxybenzotriazole hydrate). Run in ClCCl (dichloromethane), O (water). Conditions: temperature 10 celsius, time 3.5 hour. Product: C(C)(C)(C)OC(N[C@@H](C)C(NC1C(N(C=CC(=C1)C1=CC=CC=C1)C)=O)=O)=O ((S)-[1-(1-methyl-2-oxo-5-phenyl-2,3-dihydro-1H-azepin-3-ylcarbamoyl)-ethyl]-carbamic acid tert-butyl ester). The yield is 96.7%. As a reaction SMILES: [NH2:1][CH:2]1[CH:8]=[C:7]([C:9]2[CH:14]=[CH:13][CH:12]=[CH:11][CH:10]=2)[CH:6]=[CH:5][N:4]([CH3:15])[C:3]1=[O:16].[C:17]([O:21][C:22]([NH:24][C@H:25]([C:27](O)=[O:28])[CH3:26])=[O:23])([CH3:20])([CH3:19])[CH3:18].O.OC1C2N=NNC=2C=CC=1.C(N(C(C)C)CC)(C)C.Cl.CN(C)CCCN=C=NCC>O.ClCCl>[C:17]([O:21][C:22](=[O:23])[NH:24][C@H:25]([C:27](=[O:28])[NH:1][CH:2]1[CH:8]=[C:7]([C:9]2[CH:10]=[CH:11][CH:12]=[CH:13][CH:14]=2)[CH:6]=[CH:5][N:4]([CH3:15])[C:3]1=[O:16])[CH3:26])([CH3:18])([CH3:19])[CH3:20] |f:2.3,5.6|. Reported procedure: 3-Amino-1-methyl-5-phenyl-1,3-dihydro-azepin-2-one (330 g, 1.54 mol) is combined with dichloromethane (3 L), N-(tert-butoxycarbonyl)-L-alanine (291.4 g, 1.54 mol), and hydroxybenzotriazole hydrate (259.5 g, 1.617 mol). The solution is cooled to about 10° C. To this solution is added diisopropylethylamine (335.4 mL, 1.925 mol) followed by 1-(3-dimethylaminopropyl)-3-ethylcarbodiimide hydrochloride (310.1 g, 1.617 mol) and the contents are allowed to gradually warm to room temperature. After 3.5 h... Reactants: C#CCO, ClC(Cl)Cl, CCN(C(C)C)C(C)C, [Cu]I, Fc1ccc(I)cc1F, C1CCOC1, O=C(C=Cc1ccccc1)C=Cc1ccccc1, O=C(C=Cc1ccccc1)C=Cc1ccccc1, O=C(C=Cc1ccccc1)C=Cc1ccccc1, [Pd], [Pd], c1ccc(P(c2ccccc2)c2ccccc2)cc1. Yields the product OCC#Cc1ccc(F)c(F)c1. Reaction SMILES: [CH2:29]([C:30]#[CH:31])[OH:32].[CH:100]([Cl:101])([Cl:102])[Cl:103].[CH:33]([N:34]([CH:35]([CH3:36])[CH3:37])[CH2:38][CH3:39])([CH3:40])[CH3:41].[Cu:42][I:43].[F:1][c:2]1[cH:3][c:4]([I:9])[cH:5][cH:6][c:7]1[F:8].[O:104]1[CH2:105][CH2:106][CH2:107][CH2:108]1.[O:46]=[C:47]([CH:48]=[CH:49][c:50]1[cH:51][cH:52][cH:53][cH:54][cH:55]1)[CH:56]=[CH:57][c:58]1[cH:59][cH:60][cH:61][cH:62][cH:63]1.[O:64]=[C:65]([CH:66]=[CH:67][c:68]1[cH:69][cH:70][cH:71][cH:72][cH:73]1)[CH:74]=[CH:75][c:76]1[cH:77][cH:78][cH:79][cH:80][cH:81]1.[O:82]=[C:83]([CH:84]=[CH:85][c:86]1[cH:87][cH:88][cH:89][cH:90][cH:91]1)[CH:92]=[CH:93][c:94]1[cH:95][cH:96][cH:97][cH:98][cH:99]1.[Pd:44].[Pd:45].[c:10]1([P:11]([c:12]2[cH:13][cH:14][cH:15][cH:16][cH:17]2)[c:18]2[cH:19][cH:20][cH:21][cH:22][cH:23]2)[cH:24][cH:25][cH:26][cH:27][cH:28]1>>[F:1][c:2]1[cH:3][c:4]([C:31]#[C:30][CH2:29][OH:32])[cH:5][cH:6][c:7]1[F:8]. The reactants are solution, Cl (hydrochloric acid), CN(C1=CC=C(C=C1)NC(=O)NC=1C=C2CCN(C2=CC1)C1=C2N=CN(C2=NC(=N1)N[C@@H]1CC[C@H](CC1)NC(=O)OC(C)(C)C)C(=O)OC(C)(C)C)C (1,1-dimethylethyl trans-6-[5-[[[[4-(dimethyl-amino)phenyl]amino]carbonyl]amino]-2,3-dihydro-1H-indol-1-yl]-2-[[4-[[(1,1-dimethylethoxy)carbonyl]-amino]cyclohexyl]amino]-9H-purine-9-carboxylate). The solvent is CO (methanol), CO (methanol). Run at time 48 hour. The product is N[C@@H]1CC[C@H](CC1)NC1=NC(=C2N=CNC2=N1)N1CCC2=CC(=CC=C12)NC(=O)NC1=CC=C(C=C1)N(C)C (Trans-N-[1-[2-[(4-aminocyclohexyl)amino]-9H-purin-6-yl]-2,3-dihydro-1H-indol-5-yl]-N′-[4-(dimethylamino)phenyl]urea). RXN SMILES: [CH3:1][N:2]([CH3:53])[C:3]1[CH:8]=[CH:7][C:6]([NH:9][C:10]([NH:12][C:13]2[CH:14]=[C:15]3[C:19](=[CH:20][CH:21]=2)[N:18]([C:22]2[N:30]=[C:29]([NH:31][C@H:32]4[CH2:37][CH2:36][C@H:35]([NH:38]C(OC(C)(C)C)=O)[CH2:34][CH2:33]4)[N:28]=[C:27]4[C:23]=2[N:24]=[CH:25][N:26]4C(OC(C)(C)C)=O)[CH2:17][CH2:16]3)=[O:11])=[CH:5][CH:4]=1.Cl>CO>[NH2:38][C@H:35]1[CH2:34][CH2:33][C@H:32]([NH:31][C:29]2[N:28]=[C:27]3[C:23]([N:24]=[CH:25][NH:26]3)=[C:22]([N:18]3[C:19]4[C:15](=[CH:14][C:13]([NH:12][C:10]([NH:9][C:6]5[CH:7]=[CH:8][C:3]([N:2]([CH3:53])[CH3:1])=[CH:4][CH:5]=5)=[O:11])=[CH:21][CH:20]=4)[CH2:16][CH2:17]3)[N:30]=2)[CH2:37][CH2:36]1. Procedure details: The product obtained in stage 1 is dissolved in 5 ml of methanol. 5 ml of a 2N solution of hydrochloric acid in methanol are added. Stirring is carried out for 48 hours at ambient temperature, followed by evaporation to dryness. The residue is chromatographed on an Xterra LCMSprep column, eluting with aceto-nitrile/ammonium hydrogen carbonate buffer at 0.2% as a gradient. 42 mg of expected product, example 45, are thus obtained.